From a dataset of the Open Reaction Database (ORD), a public repository of structured organic reaction records. describe an organic reaction: reactants, conditions, products, and yield Conditions: time 1 hour. The product is C(C)(C)(C)C=1C=CC(=C(C1)N)F (5-tert-butyl-2-fluorobenzenamine). Starting materials: C(C)(C)(C)C1=CC(=C(C=C1)F)[N+](=O)[O-] (4-tert-butyl-1-fluoro-2-nitrobenzene). Reaction SMILES: [C:1]([C:5]1[CH:10]=[CH:9][C:8]([F:11])=[C:7]([N+:12]([O-])=O)[CH:6]=1)([CH3:4])([CH3:3])[CH3:2]>CO.[Pd]>[C:1]([C:5]1[CH:10]=[CH:9][C:8]([F:11])=[C:7]([NH2:12])[CH:6]=1)([CH3:4])([CH3:2])[CH3:3]. The solvent is CO (methanol). The reagents and catalysts are [Pd] (palladium on carbon). Procedure details: To 4-tert-butyl-1-fluoro-2-nitrobenzene in methanol was added a catalytic amount of palladium on carbon (10%). The mixture was allowed to stir for 1 h at room temperature under an atmosphere of hydrogen. Mixture was filtered though celite and concentrated to afford 5-tert-butyl-2-fluorobenzenamine.